From a dataset of the Open Reaction Database (ORD), a public repository of structured organic reaction records. describe an organic reaction: reactants, conditions, products, and yield The reactants are O1C2C(CCC21)=O (2,3-Epoxycyclopentanone), OC(CS)(CCCCC)C (2-hydroxy-2-methylheptyl mercaptan). The reagents and catalysts are C(C)N(CC)CC (triethylamine). Solvent: C(C)OCC (diethyl ether). Product: OC(CSC=1C(CCC1)=O)(CCCCC)C (2-(2-hydroxy-2-methylheptylthio)cyclopent-2-en-1-one). The yield is 69.3%. RXN SMILES: [O:1]1[CH:6]2[CH:2]1[C:3](=O)[CH2:4][CH2:5]2.[OH:8][C:9]([CH3:17])([CH2:12][CH2:13][CH2:14][CH2:15][CH3:16])[CH2:10][SH:11]>C(OCC)C.C(N(CC)CC)C>[OH:8][C:9]([CH3:17])([CH2:12][CH2:13][CH2:14][CH2:15][CH3:16])[CH2:10][S:11][C:2]1[C:6](=[O:1])[CH2:5][CH2:4][CH:3]=1. Procedure: 2,3-Epoxycyclopentanone (1.47 g) and 2.0 g of 2-hydroxy-2-methylheptyl mercaptan were dissolved in 30 ml of diethyl ether, and 30 drops of triethylamine were added. They were reacted at room temperature for 2 hours. The solvent was distilled off from the reaction mixture to afford 4.01 g of a crude product. The crude product was chromatographed on a dry column with cyclohexane/ethyl acetate (=8/2) to afford 2.07 g of 2-(2-hydroxy-2-methylheptylthio)cyclopent-2-en-1-one in a yield of 69%. The pro... Starting materials: C(C)OC(C1=C(C=C(C=C1)OC1=CC(=C(C=C1)B1OC(C(O1)(C)C)(C)C)C=O)OC)=O (4-[3-Formyl-4-(4,4,5,5-tetramethyl-[1,3,2]dioxaborolan-2-yl)-phenoxy]-2-methoxy-benzoic acid ethyl ester), [BH4-].[Na+] (sodium borohydride). The solvent is CO (methanol). Conditions: time 30 minute. Product: C(C)OC(C1=C(C=C(C=C1)OC1=CC(=C(C=C1)B1OC(C(O1)(C)C)(C)C)CO)OC)=O (4-[3-Hydroxymethyl-4-(4,4,5,5-tetramethyl-[1,3,2]dioxaborolan-2-yl)-phenoxy]-2-methoxy-benzoic acid ethyl ester). As a reaction SMILES: [CH2:1]([O:3][C:4](=[O:31])[C:5]1[CH:10]=[CH:9][C:8]([O:11][C:12]2[CH:17]=[CH:16][C:15]([B:18]3[O:22][C:21]([CH3:24])([CH3:23])[C:20]([CH3:26])([CH3:25])[O:19]3)=[C:14]([CH:27]=[O:28])[CH:13]=2)=[CH:7][C:6]=1[O:29][CH3:30])[CH3:2].[BH4-].[Na+]>CO>[CH2:1]([O:3][C:4](=[O:31])[C:5]1[CH:10]=[CH:9][C:8]([O:11][C:12]2[CH:17]=[CH:16][C:15]([B:18]3[O:22][C:21]([CH3:23])([CH3:24])[C:20]([CH3:26])([CH3:25])[O:19]3)=[C:14]([CH2:27][OH:28])[CH:13]=2)=[CH:7][C:6]=1[O:29][CH3:30])[CH3:2] |f:1.2|. Procedure: To a solution of compound 8 (3.22 g, 7.55 mmol) in methanol (40 mL) was added sodium borohydride (0.373 g, 9.82 mmol) at 0° C. The resulting mixture was stirred at rt for 30 min. The solvent was removed under reduced pressure, diluted with water (50 mL) and extracted with EtOAc (2×50 mL). The combined organic layer was dried over Na2SO4, and concentrated under reduced pressure to give crude product and used in the next step without further purification. 1H NMR 400 MHz (CDCl3) δ: 7.91 (d, J=8.2 H... Starting materials: C(C)OC(C(CC1=C(C=C(C=C1)C#N)[N+](=O)[O-])=O)=O (3-(4-cyano-2-nitro-phenyl)-2-oxo-propionic acid ethyl ester). Reagents/catalysts: [Zn] (zinc). The solvent is C(C)(=O)O (acetic acid), O (water). Conditions: time 3 hour. Yields the product desired product, C(C)OC(=O)C=1NC2=CC(=CC=C2C1)C#N (6-cyano-1H-indole-2-carboxylic acid ethyl ester). Yield: 67.7%. As a reaction SMILES: [CH2:1]([O:3][C:4](=[O:19])[C:5](=O)[CH2:6][C:7]1[CH:12]=[CH:11][C:10]([C:13]#[N:14])=[CH:9][C:8]=1[N+:15]([O-])=O)[CH3:2]>C(O)(=O)C.O.[Zn]>[CH2:1]([O:3][C:4]([C:5]1[NH:15][C:8]2[C:7]([CH:6]=1)=[CH:12][CH:11]=[C:10]([C:13]#[N:14])[CH:9]=2)=[O:19])[CH3:2]. Procedure details: To a suspension of 3-(4-cyano-2-nitro-phenyl)-2-oxo-propionic acid ethyl ester (1.21 g, 4.62 mmol) in acetic acid (50 mL) and water (8 mL) add zinc powder (1.81 g, 27.7 mmol) portionwise over 2 h. Stir at rt for 3 h then filter to remove the solids. Concentrate the filtrate to a volume of 10 mL, dilute with EtOAc (40 mL), and filter again to remove insoluble material. Concentrate the filtrate to give the desired product 6-cyano-1H-indole-2-carboxylic acid ethyl ester as a solid (670 mg, 3.13 mmo... Reactants: C(C)(=O)OCC.CO (ethyl acetate methanol), CCC(C1CCC(C(O1)C(C)C(C(C)C(=O)C(CC)C2C(CC(C3(O2)C=CCC4(O3)CCC(O4)(C)C5CCC(C(O5)C)(CC)O)C)C)O)C)C(=O)O (SY-1), Example 2 ( E ). Solvent: CCCCCC.C(C)(=O)OCC (hexane ethyl acetate). Yields the product CC[C@H]([C@H]1CC[C@@H]([C@@H](O1)[C@@H](C)[C@@H]([C@H](C)C(=O)[C@H](CC)[C@@H]2[C@H](C[C@H]([C@]3(O2)C=C[C@H]([C@@]4(O3)CC[C@@](O4)(C)[C@H]5CC[C@@]([C@@H](O5)C)(CC)O)O)C)C)O)C)C(=O)O.CCC(C1CCC(C(O1)C(C)C(C(C)C(=O)C(CC)C2C(CC(C3(O2)C=CCC4(O3)CCC(O4)(C)C5CCC(C(O5)C)(CC)O)C)C)O)C)C(=O)O (salinomycin SY-1), crude powder. As a reaction SMILES: [CH3:1][CH2:2][CH:3]([C:50]([OH:52])=[O:51])[CH:4]1[O:9][CH:8]([CH:10]([CH:12]([OH:48])[CH:13]([C:15]([CH:17]([CH:20]2[O:25][C:24]3([O:30][C:29]4([O:34][C:33]([CH:36]5[O:41][CH:40]([CH3:42])[C:39]([OH:45])([CH2:43][CH3:44])[CH2:38][CH2:37]5)([CH3:35])[CH2:32][CH2:31]4)[CH2:28][CH:27]=[CH:26]3)[CH:23]([CH3:46])[CH2:22][CH:21]2[CH3:47])[CH2:18][CH3:19])=[O:16])[CH3:14])[CH3:11])[CH:7]([CH3:49])[CH2:6][CH2:5]1.C(OCC)(=[O:55])C.CO>CCCCCC.C(OCC)(=O)C>[CH3:1][CH2:2][C@@H:3]([C:50]([OH:52])=[O:51])[C@@H:4]1[O:9][C@@H:8]([C@H:10]([C@H:12]([OH:48])[C@@H:13]([C:15]([C@@H:17]([C@H:20]2[O:25][C@@:24]3([O:30][C@:29]4([O:34][C@@:33]([C@@H:36]5[O:41][C@@H:40]([CH3:42])[C@@:39]([OH:45])([CH2:43][CH3:44])[CH2:38][CH2:37]5)([CH3:35])[CH2:32][CH2:31]4)[C@H:28]([OH:55])[CH:27]=[CH:26]3)[C@H:23]([CH3:46])[CH2:22][C@@H:21]2[CH3:47])[CH2:18][CH3:19])=[O:16])[CH3:14])[CH3:11])[C@@H:7]([CH3:49])[CH2:6][CH2:5]1.[CH3:1][CH2:2][CH:3]([C:50]([OH:52])=[O:51])[CH:4]1[O:9][CH:8]([CH:10]([CH:12]([OH:48])[CH:13]([C:15]([CH:17]([CH:20]2[O:25][C:24]3([O:30][C:29]4([O:34][C:33]([CH:36]5[O:41][CH:40]([CH3:42])[C:39]([OH:45])([CH2:43][CH3:44])[CH2:38][CH2:37]5)([CH3:35])[CH2:32][CH2:31]4)[CH2:28][CH:27]=[CH:26]3)[CH:23]([CH3:46])[CH2:22][CH:21]2[CH3:47])[CH2:18][CH3:19])=[O:16])[CH3:14])[CH3:11])[CH:7]([CH3:49])[CH2:6][CH2:5]1 |f:1.2,3.4,5.6|. Procedure details: The mother liquor separated from crystals in the process in (D) is concentrated to dryness to give 9.7 kg of the complex containing SY-1 through -8. The complex is dissolved in 100 liters of a 2:1 mixture of hexane-ethyl acetate, applied to the column of 20 kg of almina in the same manner as described in Example 2 (E) and developed with 30 liters of a 100:2 mixture of ethyl acetate-methanol to elute SY-1, SY-3 and SY-7. The effluent is treated in the same manner as described in Example 2 (E) to ... Reactants: BrC=1C=2N(C=CC1)N=C(N2)Cl (8-bromo-2-chloro-[1,2,4]triazolo[1,5-a]pyridine), N1CCCC2=CC=CC=C12 (1,2,3,4-tetrahydro-quinoline). Product: N=1C(=NN2C1C=CC=C2N2CCCC1=CC=CC=C21)N2CCCC1=CC=CC=C21 (1,1′-[1,2,4]triazolo[1,5-a]pyridine-2,5-diyldi-1,2,3,4-tetrahydroquinoline), solid. The yield is 4.0%. As a reaction SMILES: Br[C:2]1[C:3]2[N:4]([N:8]=[C:9](Cl)[N:10]=2)[CH:5]=[CH:6][CH:7]=1.[NH:12]1[C:21]2[C:16](=[CH:17][CH:18]=[CH:19][CH:20]=2)[CH2:15][CH2:14][CH2:13]1>>[N:10]1[C:9]([N:12]2[C:21]3[C:16](=[CH:17][CH:18]=[CH:19][CH:20]=3)[CH2:15][CH2:14][CH2:13]2)=[N:8][N:4]2[C:5]([N:12]3[C:21]4[C:16](=[CH:17][CH:18]=[CH:19][CH:20]=4)[CH2:15][CH2:14][CH2:13]3)=[CH:6][CH:7]=[CH:2][C:3]=12. Reported procedure: 1,1′-[1,2,4]triazolo[1,5-a]pyridine-2,5-diyldi-1,2,3,4-tetrahydroquinoline was prepared from 8-bromo-2-chloro-[1,2,4]triazolo[1,5-a]pyridine (500.0 mg, 2.15 mmol) and 1,2,3,4-tetrahydro-quinoline (274.0 mg, 2.04 mmol) in a manner analogous to Example 2d. Byproduct was isolated as a brown solid (0.033 g, 4%). 1H NMR (400 MHz, CDCl3, δ, ppm): 8.14 (d, J=8.2 Hz, 1H), 7.40-7.35 (m, 1H), 7.32-7.28 (m, 1H), 7.15-7.05 (m, 3H), 6.98 (t, J=7.5 Hz, 1H), 6.91-6.84 (m, 2H), 6.69-6.62 (m, 2H), 4.09-4.05 (m, ... The reactants are [Al+3], CCOC(=O)C(=O)Cl, [Cl-], [Cl-], [Cl-], ClCCl, Cl, CSc1ccccc1. Product: CCOC(=O)C(=O)c1ccc(SC)cc1. Reaction SMILES: [Al+3:20].[CH2:9]([CH3:10])[O:11][C:12]([C:13](=[O:14])[Cl:15])=[O:16].[Cl-:17].[Cl-:18].[Cl-:19].[Cl:22][CH2:23][Cl:24].[ClH:21].[c:1]1([S:7][CH3:8])[cH:2][cH:3][cH:4][cH:5][cH:6]1>>[c:1]1([S:7][CH3:8])[cH:2][cH:3][c:4]([C:13]([C:12]([O:11][CH2:9][CH3:10])=[O:16])=[O:14])[cH:5][cH:6]1. Reactants: ClC1=C(NC2=NC=NC3=CC(=CC(=C23)OC2CCOCC2)O)C=C(C(=C1)Cl)OC (4-(2,4-dichloro-5-methoxyanilino)-7-hydroxy-5-tetrahydropyran-4-yloxyquinazoline), C(C)(C)(C)OC(=O)N1CCN(CC1)CCCO (1-tert-butoxycarbonyl-4-(3-hydroxypropyl)piperazine). Product: ClC1=C(NC2=NC=NC3=CC(=CC(=C23)OC2CCOCC2)OCCCN2CCN(CC2)C(=O)OC(C)(C)C)C=C(C(=C1)Cl)OC (4-(2,4-dichloro-5-methoxyanilino)-7-[3-(4-tert-butoxycarbonylpiperazin-1-yl)propoxy]-5-tetrahydropyran-4-yloxyquinazoline). Isolated yield 72.5%. Reaction SMILES: [Cl:1][C:2]1[CH:26]=[C:25]([Cl:27])[C:24]([O:28][CH3:29])=[CH:23][C:3]=1[NH:4][C:5]1[C:14]2[C:9](=[CH:10][C:11]([OH:22])=[CH:12][C:13]=2[O:15][CH:16]2[CH2:21][CH2:20][O:19][CH2:18][CH2:17]2)[N:8]=[CH:7][N:6]=1.[C:30]([O:34][C:35]([N:37]1[CH2:42][CH2:41][N:40]([CH2:43][CH2:44][CH2:45]O)[CH2:39][CH2:38]1)=[O:36])([CH3:33])([CH3:32])[CH3:31]>>[Cl:1][C:2]1[CH:26]=[C:25]([Cl:27])[C:24]([O:28][CH3:29])=[CH:23][C:3]=1[NH:4][C:5]1[C:14]2[C:9](=[CH:10][C:11]([O:22][CH2:45][CH2:44][CH2:43][N:40]3[CH2:41][CH2:42][N:37]([C:35]([O:34][C:30]([CH3:31])([CH3:33])[CH3:32])=[O:36])[CH2:38][CH2:39]3)=[CH:12][C:13]=2[O:15][CH:16]2[CH2:21][CH2:20][O:19][CH2:18][CH2:17]2)[N:8]=[CH:7][N:6]=1. Reported procedure: Using an analogous procedure to that described in Example 12, 4-(2,4-dichloro-5-methoxyanilino)-7-hydroxy-5-tetrahydropyran-4-yloxyquinazoline (0.109 g) was reacted with 1-tert-butoxycarbonyl-4-(3-hydroxypropyl)piperazine (0.074 g) to give 4-(2,4-dichloro-5-methoxyanilino)-7-[3-(4-tert-butoxycarbonylpiperazin-1-yl)propoxy]-5-tetrahydropyran-4-yloxyquinazoline (0.12 g). Reactants: [Br-], [Mg+]Cc1ccccc1, CC1=CC(=O)CC(C)C1, CCOCC, Cl[Cu]. Yields the product CC1CC(=O)CC(C)(Cc2ccccc2)C1. RXN SMILES: [Br-:1].[CH2:2]([c:3]1[cH:4][cH:5][cH:6][cH:7][cH:8]1)[Mg+:9].[CH3:10][C:11]1=[CH:12][C:13](=[O:18])[CH2:14][CH:15]([CH3:17])[CH2:16]1.[CH3:19][CH2:20][O:21][CH2:22][CH3:23].[Cu:24][Cl:25]>>[CH2:2]([c:3]1[cH:4][cH:5][cH:6][cH:7][cH:8]1)[C:11]1([CH3:10])[CH2:12][C:13](=[O:18])[CH2:14][CH:15]([CH3:17])[CH2:16]1. The reactants are CS(=O)(=O)Nc1ccc2c(c1)S(=O)(=O)N=C(CC(=O)O)N2, COC(=O)C1CCCC1NCc1ccc(F)cc1, C(=NC1CCCCC1)=NC1CCCCC1, ClCCl. Product: COC(=O)C1CCCC1N(Cc1ccc(F)cc1)C(=O)CC1=NS(=O)(=O)c2cc(NS(C)(=O)=O)ccc2N1. As a reaction SMILES: [CH3:19][S:20](=[O:21])(=[O:22])[NH:23][c:24]1[cH:25][c:26]2[c:27]([cH:38][cH:39]1)[NH:28][C:29]([CH2:34][C:35](=[O:36])[OH:37])=[N:30][S:31]2(=[O:32])=[O:33].[CH3:1][O:2][C:3](=[O:4])[CH:5]1[CH:6]([NH:10][CH2:11][c:12]2[cH:13][cH:14][c:15]([F:18])[cH:16][cH:17]2)[CH2:7][CH2:8][CH2:9]1.[CH:40]1([N:41]=[C:42]=[N:43][CH:44]2[CH2:45][CH2:46][CH2:47][CH2:48][CH2:49]2)[CH2:50][CH2:51][CH2:52][CH2:53][CH2:54]1.[Cl:55][CH2:56][Cl:57]>>[CH3:1][O:2][C:3](=[O:4])[CH:5]1[CH:6]([N:10]([CH2:11][c:12]2[cH:13][cH:14][c:15]([F:18])[cH:16][cH:17]2)[C:35]([CH2:34][C:29]2=[N:30][S:31](=[O:32])(=[O:33])[c:26]3[cH:25][c:24]([NH:23][S:20]([CH3:19])(=[O:21])=[O:22])[cH:39][cH:38][c:27]3[NH:28]2)=[O:36])[CH2:7][CH2:8][CH2:9]1. Reactants: COC(=O)c1cc(OC)c(NC(=O)Oc2ccc([N+](=O)[O-])cc2)cc1C(F)(F)F, CCOC(C)=O, CN1CCCC1=O, Cc1cnc(N)cn1. Yields the product COC(=O)c1cc(OC)c(NC(=O)Nc2cnc(C)cn2)cc1C(F)(F)F. Reaction SMILES: [CH3:1][O:2][C:3]([c:4]1[c:5]([C:25]([F:26])([F:27])[F:28])[cH:6][c:7]([NH:12][C:13]([O:15][c:14]2[cH:16][cH:17][c:18]([N+:19]([O-:20])=[O:21])[cH:22][cH:23]2)=[O:24])[c:8]([O:10][CH3:11])[cH:9]1)=[O:29].[CH3:38][CH2:39][O:40][C:41]([CH3:42])=[O:43].[CH3:44][N:45]1[CH2:46][CH2:47][CH2:48][C:49]1=[O:50].[NH2:30][c:31]1[n:32][cH:33][c:34]([CH3:37])[n:35][cH:36]1>>[CH3:1][O:2][C:3]([c:4]1[c:5]([C:25]([F:26])([F:27])[F:28])[cH:6][c:7]([NH:12][C:13](=[O:15])[NH:30][c:31]2[n:32][cH:33][c:34]([CH3:37])[n:35][cH:36]2)[c:8]([O:10][CH3:11])[cH:9]1)=[O:29].